Dataset: the Open Reaction Database (ORD), a public repository of structured organic reaction records. Task: describe an organic reaction: reactants, conditions, products, and yield Starting materials: COC=1C=C2C=CC=NC2=C(C1)N1CCNCC1 (6-methoxy-8-piperazinoquinoline), FC(C=1C=NC2=C(C=CC=C2C1)N1CCC(CC1)=O)(F)F (1-[3-(trifluoromethyl)quinolin-8-yl]piperidin-4-one), C(#N)[BH3-].[Na+] (sodium cyanoborohydride). The solvent is CO (methanol). Reaction conditions: time 18 hour. Yields the product COC=1C=C2C=CC=NC2=C(C1)N1CCN(CC1)C1CCN(CC1)C=1C=CC=C2C=C(C=NC12)C(F)(F)F (8-{4-[4-(6-Methoxyquinolin-8-yl)piperazin-1-yl]piperidin-1-yl}-3-(trifluoromethyl)quinoline). RXN SMILES: [CH3:1][O:2][C:3]1[CH:4]=[C:5]2[C:10](=[C:11]([N:13]3[CH2:18][CH2:17][NH:16][CH2:15][CH2:14]3)[CH:12]=1)[N:9]=[CH:8][CH:7]=[CH:6]2.[F:19][C:20]([F:39])([F:38])[C:21]1[CH:22]=[N:23][C:24]2[C:29]([CH:30]=1)=[CH:28][CH:27]=[CH:26][C:25]=2[N:31]1[CH2:36][CH2:35][C:34](=O)[CH2:33][CH2:32]1.C([BH3-])#N.[Na+]>CO>[CH3:1][O:2][C:3]1[CH:4]=[C:5]2[C:10](=[C:11]([N:13]3[CH2:14][CH2:15][N:16]([CH:34]4[CH2:35][CH2:36][N:31]([C:25]5[CH:26]=[CH:27][CH:28]=[C:29]6[C:24]=5[N:23]=[CH:22][C:21]([C:20]([F:39])([F:38])[F:19])=[CH:30]6)[CH2:32][CH2:33]4)[CH2:17][CH2:18]3)[CH:12]=1)[N:9]=[CH:8][CH:7]=[CH:6]2 |f:2.3|. Procedure: A mixture of 6-methoxy-8-piperazinoquinoline (Example A, Step 4; 0.0825 g) and 1-[3-(trifluoromethyl)quinolin-8-yl]piperidin-4-one (0.1 g) in methanol (5 mL) was treated with sodium cyanoborohydride (Step 4, 0.032 g). The resulting mixture was stirred at room temperature for 18 hours and then concentrated on a rotary evaporator. The residue was taken up in CH2C2, washed with water and brine, dried over anhydrous Na2SO4, filtered and concentrated on a rotary evaporator. The crude product was puri... The reactants are C(=O)CCC12C(C(=O)NC1=O)C(=C(C=C2)C)C (2-(2-formyl-ethyl)-5,6-dimethyl-phthalimide), CNCCC1=CN=CC2=CC(=C(C=C12)OC)OC (4-(2-methylamino-ethyl)-6,7-dimethoxy-isoquinoline). Yields the product CN(CCCC12C(C(=O)NC1=O)C(=C(C=C2)C)C)CCC2=CN=CC1=CC(=C(C=C21)OC)OC (2-[N-Methyl-N-(2-(6,7-dimethoxy-isoquinolin-4-yl)-ethyl)-3-amino-propyl]-5,6-dimethyl-phthalimide). Reaction SMILES: [CH:1]([CH2:3][CH2:4][C:5]12[CH:15]=[CH:14][C:13]([CH3:16])=[C:12]([CH3:17])[CH:6]1[C:7]([NH:9][C:10]2=[O:11])=[O:8])=O.[CH3:18][NH:19][CH2:20][CH2:21][C:22]1[C:31]2[C:26](=[CH:27][C:28]([O:34][CH3:35])=[C:29]([O:32][CH3:33])[CH:30]=2)[CH:25]=[N:24][CH:23]=1>>[CH3:18][N:19]([CH2:20][CH2:21][C:22]1[C:31]2[C:26](=[CH:27][C:28]([O:34][CH3:35])=[C:29]([O:32][CH3:33])[CH:30]=2)[CH:25]=[N:24][CH:23]=1)[CH2:1][CH2:3][CH2:4][C:5]12[CH:15]=[CH:14][C:13]([CH3:16])=[C:12]([CH3:17])[CH:6]1[C:7]([NH:9][C:10]2=[O:11])=[O:8]. Procedure: Prepared from 2-(2-formyl-ethyl)-5,6-dimethyl-phthalimide and 4-(2-methylamino-ethyl)-6,7-dimethoxy-isoquinoline analogously to Example 4.